From a dataset of the Open Reaction Database (ORD), a public repository of structured organic reaction records. describe an organic reaction: reactants, conditions, products, and yield Reactants: COC=1C=CC=C2COC(=O)C12 (7-methoxyphthalide), C1(=CC=CC=C1)P(C1=CC=CC=C1)(C1=CC=CC=C1)=CC(=O)OC (Methyl (triphenylphosphoranylidene)acetate), COC=1C=C(C=O)C=CC1 (3-methoxybenzaldehyde). Solvent: C(Cl)(Cl)Cl (chloroform). Run at temperature 50 celsius, time 40 minute. Product: OC1OCC2=C1C(=CC=C2)OC (1-Hydroxy-7-methoxy-1,3-dihydrobenzo[c]furan), OCC1=C(C(=CC=C1)OC)/C=C/C(=O)OC (Methyl 2E-3-(2-hydroxymethyl-6-methoxyphenyl)acrylate). RXN SMILES: [CH3:1][O:2][C:3]1[CH:4]=[CH:5][CH:6]=[C:7]2[C:12]=1[C:10](=[O:11])[O:9][CH2:8]2.[CH3:13][O:14][C:15]1[CH:16]=[C:17]([CH:20]=[CH:21][CH:22]=1)[CH:18]=[O:19].C1(P(=CC(OC)=O)(C2C=CC=CC=2)C2C=CC=CC=2)C=CC=CC=1>C(Cl)(Cl)Cl>[OH:11][CH:10]1[C:12]2[C:3]([O:2][CH3:1])=[CH:4][CH:5]=[CH:6][C:7]=2[CH2:8][O:9]1.[OH:19][CH2:18][C:17]1[CH:20]=[CH:21][CH:22]=[C:15]([O:14][CH3:13])[C:16]=1/[CH:3]=[CH:12]/[C:10]([O:9][CH3:8])=[O:11]. Reported procedure: 1-Hydroxy-7-methoxy-1,3-dihydrobenzo[c]furan (1.08 g), which was prepared with using 7-methoxyphthalide which was synthesized with using 3-methoxybenzaldehyde by the method described in Journal of Organic Chemistry, 1980, 45, 1835-1838, was dissolved in chloroform (20 ml). Methyl (triphenylphosphoranylidene)acetate (2.68 g) was added to the solution. The mixture was stirred for 40 min. at 50° C. A temperature of the reaction mixture was down to room temperature. The reaction solution was purifie... Starting materials: Cc1c(F)cc(C(=O)NC2CC2)cc1-c1ccc2c(=O)n(CC3CC3)cc(C=O)c2c1, O=C(O)N1CC2CC1CN2. The product is Cc1c(F)cc(C(=O)NC2CC2)cc1-c1ccc2c(=O)n(CC3CC3)cc(CN3CC4CC3CN4)c2c1. RXN SMILES: [CH:1]1([NH:4][C:5]([c:6]2[cH:7][c:8](-[c:14]3[cH:15][c:16]4[c:17]([CH:29]=[O:30])[cH:18][n:19]([CH2:25][CH:26]5[CH2:27][CH2:28]5)[c:20](=[O:24])[c:21]4[cH:22][cH:23]3)[c:9]([CH3:13])[c:10]([F:12])[cH:11]2)=[O:31])[CH2:2][CH2:3]1.[CH:32]12[N:33]([C:39]([OH:40])=[O:41])[CH2:34][CH:35]([NH:36][CH2:37]1)[CH2:38]2>>[CH:1]1([NH:4][C:5]([c:6]2[cH:7][c:8](-[c:14]3[cH:15][c:16]4[c:17]([CH2:29][N:33]5[CH:32]6[CH2:37][NH:36][CH:35]([CH2:34]5)[CH2:38]6)[cH:18][n:19]([CH2:25][CH:26]5[CH2:27][CH2:28]5)[c:20](=[O:24])[c:21]4[cH:22][cH:23]3)[c:9]([CH3:13])[c:10]([F:12])[cH:11]2)=[O:31])[CH2:2][CH2:3]1. Reactants: CCOC(=O)C=P(c1ccccc1)(c1ccccc1)c1ccccc1, CC(C)(C)OC(=O)NC1(C=O)CC1, ClCCl. Product: CCOC(=O)C=CC1(NC(=O)OC(C)(C)C)CC1. As a reaction SMILES: [C:14](=[O:15])([O:16][CH2:17][CH3:18])[CH:19]=[P:20]([c:21]1[cH:22][cH:23][cH:24][cH:25][cH:26]1)([c:27]1[cH:28][cH:29][cH:30][cH:31][cH:32]1)[c:33]1[cH:34][cH:35][cH:36][cH:37][cH:38]1.[C:1]([CH3:2])([CH3:3])([CH3:4])[O:5][C:6](=[O:7])[NH:8][C:9]1([CH:12]=[O:13])[CH2:10][CH2:11]1.[Cl:39][CH2:40][Cl:41]>>[C:1]([CH3:2])([CH3:3])([CH3:4])[O:5][C:6](=[O:7])[NH:8][C:9]1([CH:12]=[CH:19][C:14](=[O:15])[O:16][CH2:17][CH3:18])[CH2:10][CH2:11]1.